describe an organic reaction: reactants, conditions, products, and yield From a dataset of the Open Reaction Database (ORD), a public repository of structured organic reaction records. Reactants: C1COCCN1, CN(C)c1ccncc1, CCN(C(C)C)C(C)C, Cc1ccc(NC(=O)c2ccc(Cl)nc2)cc1I, C1COCCO1. The product is Cc1ccc(NC(=O)c2ccc(N3CCOCC3)nc2)cc1I. As a reaction SMILES: [CH2:19]1[CH2:20][O:21][CH2:22][CH2:23][NH:24]1.[CH3:34][N:35]([c:36]1[cH:37][cH:38][n:39][cH:40][cH:41]1)[CH3:42].[CH:25]([N:26]([CH:27]([CH3:28])[CH3:29])[CH2:30][CH3:31])([CH3:32])[CH3:33].[Cl:1][c:2]1[n:3][cH:4][c:5]([C:6](=[O:7])[NH:8][c:9]2[cH:10][c:11]([I:16])[c:12]([CH3:15])[cH:13][cH:14]2)[cH:17][cH:18]1.[O:43]1[CH2:44][CH2:45][O:46][CH2:47][CH2:48]1>>[c:2]1([N:24]2[CH2:19][CH2:20][O:21][CH2:22][CH2:23]2)[n:3][cH:4][c:5]([C:6](=[O:7])[NH:8][c:9]2[cH:10][c:11]([I:16])[c:12]([CH3:15])[cH:13][cH:14]2)[cH:17][cH:18]1. The reactants are C(C)N(C(C)C)C(C)C (EDPA), acid chloride, C(Cl)Cl (CH2Cl2), C(C)N(C(C)C)C(C)C (ethyldiisopropylamine), Cl.COC(CN)=O (glycine methyl ester hydrochloride). Run at time 8 hour. Yields the product N1=CC(=CC=C1)C(=O)O (3-pyridinecarboxylic acid). RXN SMILES: Cl.C[O:3][C:4](=[O:7])[CH2:5]N.C([N:10]([CH:14](C)C)[CH:11]([CH3:13])C)C.[CH2:17](Cl)Cl>>[N:10]1[CH:11]=[CH:13][CH:17]=[C:5]([C:4]([OH:3])=[O:7])[CH:14]=1 |f:0.1|. Procedure: The acid chloride starting material of Example 1 (12.81 g=0.0345 mole) was dissolved in 100 ml CH2Cl2. To this solution was added 4.68 g (0.0373 mol) of glycine methyl ester hydrochloride. This mixture was cooled in an ice bath before adding 10 ml of ethyldiisopropylamine (EDPA) (0.0574 mole) by pipet. The ice bath was removed, and the reaction stirred overnight at room temperature. 19F NMR showed the reaction was incomplete. An additional 3 ml of EDPA (0.172 mol) was added. After 1/2 hour a gas... Starting materials: [BH4-].[K+] (potassium borohydride), OC1(N(C(SC1)=S)C1=NC=CC=C1)C (4-hydroxy-4-methyl-3-(pyrid-2-yl)-thiazolidine-2-thione), aqueous solution, Cl (hydrochloric acid). The solvent is O (water), CO (methanol). Run at time 30 minute. Yields the product N1=C(C=CC=C1)NC(SCC(C)O)=S (2-Hydroxypropyl pyrid-2-yldithiocarbamate). Isolated yield 48.7%. As a reaction SMILES: [BH4-].[K+].[OH:3][C:4]1([CH3:16])[CH2:8][S:7][C:6](=[S:9])[N:5]1[C:10]1[CH:15]=[CH:14][CH:13]=[CH:12][N:11]=1.Cl>O.CO>[N:11]1[CH:12]=[CH:13][CH:14]=[CH:15][C:10]=1[NH:5][C:6](=[S:9])[S:7][CH2:8][CH:4]([OH:3])[CH3:16] |f:0.1|. Reported procedure: A solution of potassium borohydride (5.4 g) in distilled water (80 cc) is added, at a maximum of 35° C., to a solution of 4-hydroxy-4-methyl-3-(pyrid-2-yl)-thiazolidine-2-thione (22.6 g) in methanol (320 cc). The reaction is allowed to proceed for 30 minutes at 25°-35° C. A 3 N aqueous solution of hydrochloric acid (33.2 cc) is added. The methanol is evaporated off under reduced pressure (20 mm Hg) at 45° C. The aqueous phase is extracted with ethyl ether (800 cc). The ether solution is washed t... Product: CN(C)CC1=CC=C(O1)CSCCNC(=C[N+](=O)[O-])SC (1-[[[[5-(Dimethylamino)methyl-2-furanyl]methyl]-thio]ethylamino]-1-methylthio-2-nitro-ethene). Run in ClC=C(Cl)Cl (trichloroethylene). The yield is 79.9%. Run at time 90 minute. RXN SMILES: [CH3:1][N:2]([CH2:4][C:5]1[O:9][C:8]([CH2:10][S:11][CH2:12][CH2:13][NH2:14])=[CH:7][CH:6]=1)[CH3:3].[N+:15]([CH:18]=[C:19](SC)[S:20][CH3:21])([O-:17])=[O:16]>ClC=C(Cl)Cl>[CH3:3][N:2]([CH2:4][C:5]1[O:9][C:8]([CH2:10][S:11][CH2:12][CH2:13][NH:14][C:19]([S:20][CH3:21])=[CH:18][N+:15]([O-:17])=[O:16])=[CH:7][CH:6]=1)[CH3:1]. The reactants are CN(C)CC1=CC=C(O1)CSCCN (2-[[[5-(Dimethylamino)methyl-2-furanyl]methyl]-thio]ethylamine), [N+](=O)([O-])C=C(SC)SC (1-nitro-2,2-bis(methylthio)ethene). Procedure details: 2-[[[5-(Dimethylamino)methyl-2-furanyl]methyl]-thio]ethylamine (21.4 g; 0.1 mol) dissolved in trichloroethylene (200 ml) was added to a solution of 1-nitro-2,2-bis(methylthio)ethene (16.5 g; 0.1 mol), during about 30 minutes, under boiling. Boiling was continued for a further 90 minutes, then solvent was evaporated off under reduced pressure and the residue was chromatographed on silica gel, eluting with petroleum ether/dichloromethane. The product was already pure enough for the subsequent step... Starting materials: COC1=C(C=O)C=CC=C1OC (2,3-dimethoxybenzaldehyde), solution, C[Mg]Br (methylmagnesium bromide). Solvent: C(C)OCC (ethyl ether), C(C)OCC (ethyl ether), C(C)OCC (ethyl ether). Conditions: temperature 0 celsius, time 0.5 hour. The product is COC1=C(C=CC=C1OC)C(C)O (2-(2,3-Dimethoxyphenyl)ethan-2-ol). The yield is 92.0%. As a reaction SMILES: [CH3:1][O:2][C:3]1[C:10]([O:11][CH3:12])=[CH:9][CH:8]=[CH:7][C:4]=1[CH:5]=[O:6].[CH3:13][Mg]Br>C(OCC)C>[CH3:1][O:2][C:3]1[C:10]([O:11][CH3:12])=[CH:9][CH:8]=[CH:7][C:4]=1[CH:5]([OH:6])[CH3:13]. Reported procedure: A solution of 2,3-dimethoxybenzaldehyde (10.0 g, 60.2 mmol) in dry ethyl ether (100 ml) was added at 0° C. with a 3M solution of methylmagnesium bromide in ethyl ether (35 ml) and left under stirring at 0° C. for 0.5 h. Afterwards the reaction mixture was added with a diphasic mixture of ethyl ether and an ammonium chloride saturated solution, extracting the aqueous phase with ethyl ether. The organic extracts were dried and the solvent was evaporated off under reduced pressure, thereby obtainin...